Dataset: the Open Reaction Database (ORD), a public repository of structured organic reaction records. Task: describe an organic reaction: reactants, conditions, products, and yield The product is CCCS(=O)(=O)Nc1ccc(F)c(C(=O)Nc2cnc3[nH]cc(C4CCCCC4)c3c2)c1F. Reaction SMILES: [C:1]1([c:7]2[cH:8][nH:9][c:10]3[n:11][cH:12][c:13]([NH:16][C:17]([c:18]4[c:19]([F:32])[c:20]([NH:25][S:26](=[O:27])(=[O:28])[CH2:29][CH2:30][CH3:31])[cH:21][cH:22][c:23]4[F:24])=[O:33])[cH:14][c:15]23)=[CH:2][CH2:3][CH2:4][CH2:5][CH2:6]1.[CH3:34][OH:35]>>[CH:1]1([c:7]2[cH:8][nH:9][c:10]3[n:11][cH:12][c:13]([NH:16][C:17]([c:18]4[c:19]([F:32])[c:20]([NH:25][S:26](=[O:27])(=[O:28])[CH2:29][CH2:30][CH3:31])[cH:21][cH:22][c:23]4[F:24])=[O:33])[cH:14][c:15]23)[CH2:2][CH2:3][CH2:4][CH2:5][CH2:6]1. The reactants are CCCS(=O)(=O)Nc1ccc(F)c(C(=O)Nc2cnc3[nH]cc(C4=CCCCC4)c3c2)c1F, CO. The reactants are CS(C)=O, CCc1cn(C2CC(O)C(CI)O2)c(=O)[nH]c1=O, N#C[Na]. The product is CCc1cn(C2CC(O)C(CC#N)O2)c(=O)[nH]c1=O. As a reaction SMILES: [CH3:22][S:23]([CH3:24])=[O:25].[I:1][CH2:2][CH:3]1[CH:4]([OH:18])[CH2:5][CH:6]([n:8]2[c:9](=[O:10])[nH:11][c:12](=[O:13])[c:14]([CH2:16][CH3:17])[cH:15]2)[O:7]1.[Na:19][C:20]#[N:21]>>[CH2:2]([CH:3]1[CH:4]([OH:18])[CH2:5][CH:6]([n:8]2[c:9](=[O:10])[nH:11][c:12](=[O:13])[c:14]([CH2:16][CH3:17])[cH:15]2)[O:7]1)[C:20]#[N:21]. Starting materials: CCOCC, O=S(=O)(Cl)C(F)(F)F, OC(c1ccc(F)cc1)C(F)(F)F, [H-], [Na+]. Yields the product O=S(=O)(OC(c1ccc(F)cc1)C(F)(F)F)C(F)(F)F. Reaction SMILES: [CH3:24][CH2:25][O:26][CH2:27][CH3:28].[F:16][C:17]([S:18](=[O:19])(=[O:20])[Cl:21])([F:22])[F:23].[F:3][C:4]([CH:5]([OH:6])[c:7]1[cH:8][cH:9][c:10]([F:13])[cH:11][cH:12]1)([F:14])[F:15].[H-:2].[Na+:1]>>[F:3][C:4]([CH:5]([O:6][S:18]([C:17]([F:16])([F:22])[F:23])(=[O:19])=[O:20])[c:7]1[cH:8][cH:9][c:10]([F:13])[cH:11][cH:12]1)([F:14])[F:15]. The reactants are COc1cc(N(C)C)c(Cl)cc1C(=O)O, NC1CCN(Cc2ccc(F)cc2)C1. Yields the product COc1cc(N(C)C)c(Cl)cc1C(=O)NC1CCN(Cc2ccc(F)cc2)C1. As a reaction SMILES: [Cl:1][c:2]1[c:3]([N:13]([CH3:14])[CH3:15])[cH:4][c:5]([O:11][CH3:12])[c:6]([C:7](=[O:8])[OH:9])[cH:10]1.[NH2:16][CH:17]1[CH2:18][N:19]([CH2:22][c:23]2[cH:24][cH:25][c:26]([F:29])[cH:27][cH:28]2)[CH2:20][CH2:21]1>>[Cl:1][c:2]1[c:3]([N:13]([CH3:14])[CH3:15])[cH:4][c:5]([O:11][CH3:12])[c:6]([C:7](=[O:9])[NH:16][CH:17]2[CH2:18][N:19]([CH2:22][c:23]3[cH:24][cH:25][c:26]([F:29])[cH:27][cH:28]3)[CH2:20][CH2:21]2)[cH:10]1. Starting materials: CN=C=S (methyl isothiocyanate), CC=1N=CC(=NC1)C(=O)NN (5-methylpyrazine-2-carbohydrazide), [OH-].[Na+] (NaOH), IC (iodomethane), [OH-].[Na+] (sodium hydroxide). Solvent: CO (Methanol), O (water), C(C)O (ethanol). Run at temperature 60 celsius, time 1 hour. Yields the product CC1=NC=C(N=C1)C1=NN=C(N1C)SC (2-Methyl-5-[4-methyl-5-(methylthio)-4H-1,2,4-triazol-3-yl]pyrazine). Isolated yield 80.3%. Reaction SMILES: [CH3:1][N:2]=[C:3]=[S:4].[CH3:5][C:6]1[N:7]=[CH:8][C:9]([C:12]([NH:14][NH2:15])=O)=[N:10][CH:11]=1.[OH-].[Na+].I[CH3:19]>C(O)C.O.CO>[CH3:5][C:6]1[CH:11]=[N:10][C:9]([C:12]2[N:2]([CH3:1])[C:3]([S:4][CH3:19])=[N:15][N:14]=2)=[CH:8][N:7]=1 |f:2.3|. Reported procedure: Methanol (25 mL) was added to a mixture of methyl isothiocyanate (1.052 g, 14.4 mmol) and 5-methylpyrazine-2-carbohydrazide (2.192 g, 14.4 mmol). The resulting mixture was heated at 60° C. for 1 h, and concentrated in vacuo. The residue was dissolved in aqueous sodium hydroxide solution (0.8M, 20 mL, 16 mmol) and the resulting solution was heated at 60° C. for 19 h, then cooled to room temperature. Aq. NaOH (6M, 2.6 mL, 15.6 mmol) was added followed by iodomethane (1.24 mL, 19.8 mmol) in ethanol...